From a dataset of the Open Reaction Database (ORD), a public repository of structured organic reaction records. describe an organic reaction: reactants, conditions, products, and yield Reactants: CC(=O)O (AcOH), C1(CCCCC1)C=1C=2C=CC(=CC2N2C1C1=C(C(CC2)NCCN2CCCC2)C=CC=C1)C(=O)OC (Methyl 13-cyclohexyl-5-[(2-pyrrolidin-1-ylethyl)amino]-6,7-dihydro-5H-indolo[2,1-a][2]benzazepine-10-carboxylate), C=O (HCHO), [BH3-]C#N.[Na+] (NaCNBH3). The solvent is C(Cl)Cl (DCM), CCOC(=O)C (EtOAc). Run at time 8 hour. The product is C1(CCCCC1)C=1C=2C=CC(=CC2N2C1C1=C(C(CC2)N(CCN2CCCC2)C)C=CC=C1)C(=O)OC (methyl 13-cyclohexyl-5-[methyl(2-pyrrolidin-1-ylethyl)amino]-6,7-dihydro-5H-indolo[2,1-a][2]benzazepine-10-carboxylate). Reaction SMILES: [CH:1]1([C:7]2[C:8]3[CH:9]=[CH:10][C:11]([C:33]([O:35][CH3:36])=[O:34])=[CH:12][C:13]=3[N:14]3[CH2:20][CH2:19][CH:18]([NH:21][CH2:22][CH2:23][N:24]4[CH2:28][CH2:27][CH2:26][CH2:25]4)[C:17]4[CH:29]=[CH:30][CH:31]=[CH:32][C:16]=4[C:15]=23)[CH2:6][CH2:5][CH2:4][CH2:3][CH2:2]1.[CH3:37]C(O)=O.C=O.[BH3-]C#N.[Na+]>C(Cl)Cl.CCOC(C)=O>[CH:1]1([C:7]2[C:8]3[CH:9]=[CH:10][C:11]([C:33]([O:35][CH3:36])=[O:34])=[CH:12][C:13]=3[N:14]3[CH2:20][CH2:19][CH:18]([N:21]([CH3:37])[CH2:22][CH2:23][N:24]4[CH2:28][CH2:27][CH2:26][CH2:25]4)[C:17]4[CH:29]=[CH:30][CH:31]=[CH:32][C:16]=4[C:15]=23)[CH2:6][CH2:5][CH2:4][CH2:3][CH2:2]1 |f:3.4|. Procedure details: Methyl 13-cyclohexyl-5-[(2-pyrrolidin-1-ylethyl)amino]-6,7-dihydro-5H-indolo[2,1-a][2]benzazepine-10-carboxylate (prepared as in Example 3) was dissolved in DCM and the pH adjusted to 6 with AcOH; 37% aq HCHO and, after 30 min NaCNBH3 (3 eq), were added and the mixture was stirred at RT overnight. The reaction mixture was diluted with EtOAc and washed with IN NaOH and brine, dried and evaporated affording methyl 13-cyclohexyl-5-[methyl(2-pyrrolidin-1-ylethyl)amino]-6,7-dihydro-5H-indolo[2,1-a][2... The reactants are C(C)(=O)O[BH-](OC(C)=O)OC(C)=O.[Na+] (sodium triacetoxyborohydride), FC(C(=O)O)(F)F.ClC=1C=CC(=NC1)NC(=O)C1=NC=CC=C1NC(=O)C1CCNCC1 (N-(5-chloropyridin-2-yl)-3-[(piperidin-4-ylcarbonyl)amino]pyridine-2-carboxamide trifluoroacetate), CC(=O)C (acetone), C(C)(=O)O (acetic acid), C(C)(=O)O (acetic acid). The solvent is CO (methanol), ClCCCl (1,2-dichloroethane). Reaction conditions: time 8 hour. The product is Cl.ClC=1C=CC(=NC1)NC(=O)C1=NC=CC=C1NC(=O)C1CCN(CC1)C(C)C (N-(5-Chloropyridin-2-yl)-3-[(1-isopropylpiperidin-4-ylcarbonyl)amino]pyridine-2-carboxamide Hydrochloride). Isolated yield 44.0%. RXN SMILES: FC(F)(F)C(O)=O.[Cl:8][C:9]1[CH:10]=[CH:11][C:12]([NH:15][C:16]([C:18]2[C:23]([NH:24][C:25]([CH:27]3[CH2:32][CH2:31][NH:30][CH2:29][CH2:28]3)=[O:26])=[CH:22][CH:21]=[CH:20][N:19]=2)=[O:17])=[N:13][CH:14]=1.[CH3:33][C:34]([CH3:36])=O.C(O)(=O)C.C(O[BH-](OC(=O)C)OC(=O)C)(=O)C.[Na+]>ClCCCl.CO>[ClH:8].[Cl:8][C:9]1[CH:10]=[CH:11][C:12]([NH:15][C:16]([C:18]2[C:23]([NH:24][C:25]([CH:27]3[CH2:28][CH2:29][N:30]([CH:34]([CH3:36])[CH3:33])[CH2:31][CH2:32]3)=[O:26])=[CH:22][CH:21]=[CH:20][N:19]=2)=[O:17])=[N:13][CH:14]=1 |f:0.1,4.5,8.9|. Procedure: To a stirring suspension of N-(5-chloropyridin-2-yl)-3-[(piperidin-4-ylcarbonyl)amino]pyridine-2-carboxamide trifluoroacetate (0.34 g, 0.72 mmol) in 1,2-dichloroethane (10 mL) was added acetone (10 mL), followed by acetic acid (0.7 mL, 2.88 mmol) and then sodium triacetoxyborohydride (0.61 g, 2.88 mmol). After stirring overnight, the solution was loaded onto an SCX column (prewashed with 5% acetic acid in methanol) and washed with methanol. The product was then eluted from the column with a 2 N ... Starting materials: CCCCCCOc1cc2c(cc1C(C)=CC=CC(C)=CC(=O)OCC)C(C)(C)CCCS2(=O)=O, C1CCOC1, CCO, Cl, [Na+], [OH-]. Product: CCCCCCOc1cc2c(cc1C(C)=CC=CC(C)=CC(=O)O)C(C)(C)CCCS2(=O)=O. RXN SMILES: [CH2:1]([CH2:2][CH2:3][CH2:4][CH2:5][CH3:6])[O:7][c:8]1[cH:9][c:10]2[c:11]([cH:21][c:22]1[C:23](=[CH:24][CH:25]=[CH:26][C:27](=[CH:28][C:29](=[O:30])[O:31][CH2:32][CH3:33])[CH3:34])[CH3:35])[C:12]([CH3:19])([CH3:20])[CH2:13][CH2:14][CH2:15][S:16]2(=[O:17])=[O:18].[CH2:42]1[O:43][CH2:44][CH2:45][CH2:46]1.[CH3:39][CH2:40][OH:41].[ClH:38].[Na+:37].[OH-:36]>>[CH2:1]([CH2:2][CH2:3][CH2:4][CH2:5][CH3:6])[O:7][c:8]1[cH:9][c:10]2[c:11]([cH:21][c:22]1[C:23](=[CH:24][CH:25]=[CH:26][C:27](=[CH:28][C:29](=[O:30])[OH:31])[CH3:34])[CH3:35])[C:12]([CH3:19])([CH3:20])[CH2:13][CH2:14][CH2:15][S:16]2(=[O:17])=[O:18]. Reactants: [Br-].CC1(C=2C=CC(=CC2C(CC1)(C)C)C(C)[P+](C1=CC=CC=C1)(C1=CC=CC=C1)C1=CC=CC=C1)C ([1-(5,6,7,8-tetrahydro-5,5,8,8-tetramethyl-2-naphthyl)-ethyl]-triphenylphosphonium bromide), FC1=CC=C(C=O)C=C1 (4-fluorobenzaldehyde), CO.O (methanol water). Run in C1C(CC)O1 (1,2-butylene oxide). Product: FC1=CC=C(/C=C(\C)/C=2C=C3C(CCC(C3=CC2)(C)C)(C)C)C=C1 ((E)-6-(p-fluoro-α-methylstyryl)-1,2,3,4-tetrahydro-1,1,4,4-tetramethylnaphthalene). Isolated yield 53.9%. RXN SMILES: [Br-].[CH3:2][C:3]1([CH3:36])[CH2:12][CH2:11][C:10]([CH3:14])([CH3:13])[C:9]2[CH:8]=[C:7]([CH:15]([P+](C3C=CC=CC=3)(C3C=CC=CC=3)C3C=CC=CC=3)[CH3:16])[CH:6]=[CH:5][C:4]1=2.[F:37][C:38]1[CH:45]=[CH:44][C:41]([CH:42]=O)=[CH:40][CH:39]=1.CO.O>C1OC1CC>[F:37][C:38]1[CH:45]=[CH:44][C:41](/[CH:42]=[C:15](/[C:7]2[CH:8]=[C:9]3[C:4](=[CH:5][CH:6]=2)[C:3]([CH3:36])([CH3:2])[CH2:12][CH2:11][C:10]3([CH3:13])[CH3:14])\[CH3:16])=[CH:40][CH:39]=1 |f:0.1,3.4|. Reported procedure: 45 g of [1-(5,6,7,8-tetrahydro-5,5,8,8-tetramethyl-2-naphthyl)-ethyl]-triphenylphosphonium bromide are suspended in 200 ml of 1,2-butylene oxide. After the addition of 8 g of 4-fluorobenzaldehyde the mixture is boiled at reflux for 16 hours. After cooling the clear, yellowish solution is poured into 1 l of methanol/water (6:4) and extracted repeatedly with hexane. The organic phase is washed three times with water and, after drying over sodium sulphate, evaporated. The crystalline residue can be... Reactants: C(=O)O (Formic acid), N1C=C(C2=CC=CC=C12)CC(C(=O)NCC1=C(C=CC=C1)OC)NC(C1=CC=CC=C1)(C1=CC=CC=C1)C1=CC=CC=C1 (3-(1H-indol-3-yl)-N-(2-methoxybenzyl)-2-(N-triphenylmethylamino) propanamide). The solvent is C(Cl)Cl (methylene chloride). Reaction conditions: time 4 hour. The product is N1C=C(C2=CC=CC=C12)CC(C(=O)NCC1=C(C=CC=C1)OC)N (3-(1H-indol-3-yl)-2-amino-N-(2-methoxybenzyl)propanamide). Yield: 90.0%. As a reaction SMILES: C(O)=O.[NH:4]1[C:12]2[C:7](=[CH:8][CH:9]=[CH:10][CH:11]=2)[C:6]([CH2:13][CH:14]([NH:27]C(C2C=CC=CC=2)(C2C=CC=CC=2)C2C=CC=CC=2)[C:15]([NH:17][CH2:18][C:19]2[CH:24]=[CH:23][CH:22]=[CH:21][C:20]=2[O:25][CH3:26])=[O:16])=[CH:5]1>C(Cl)Cl>[NH:4]1[C:12]2[C:7](=[CH:8][CH:9]=[CH:10][CH:11]=2)[C:6]([CH2:13][CH:14]([NH2:27])[C:15]([NH:17][CH2:18][C:19]2[CH:24]=[CH:23][CH:22]=[CH:21][C:20]=2[O:25][CH3:26])=[O:16])=[CH:5]1. Procedure details: Formic acid (9.0 ml, 238.540 mmol) was added to a stirring solution of 3-(1H-indol-3-yl)-N-(2-methoxybenzyl)-2-(N-triphenylmethylamino) propanamide (14.11 g, 23.763 mmol) in anhydrous methylene chloride under a nitrogen atmosphere at 0° C. After 4 hours, the reaction mixture was concentrated to an oil on a rotary evaporator and redissolved in diethyl ether and 1.0N hydrochloric acid. The aqueous layer was washed twice with diethyl ether and basified with sodium hydroxide to a pH greater than 12.... The reactants are [N+](=O)([O-])C1=CN=C(C2=CC(=C(C=C12)OC)OC)C(=O)C1=CC(=CC=C1)OC ([4-nitro-6,7-dimethoxy-isoquinolin-1-yl]-(3-methoxy-phenyl)-methanone), [Sn](Cl)(Cl)(Cl)Cl (tin chloride), crude solid, N1=CC=CC=C1 (pyridine), COC(=O)Cl (methylchloroformate), ice water. The solvent is C1CCOC1 (THF), Cl (HCl), C1CCOC1 (THF). Run at time 8 hour. The product is COC(NC1=CN=C(C2=CC(=C(C=C12)OC)OC)C(C1=CC(=CC=C1)OC)=O)=O ([6,7-dimethoxy-1-(3-methoxy-benzoyl)-isoquinolin-4-yl]-carbamic acid methyl ester). Isolated yield 23.9%. RXN SMILES: [N+:1]([C:4]1[C:13]2[C:8](=[CH:9][C:10]([O:16][CH3:17])=[C:11]([O:14][CH3:15])[CH:12]=2)[C:7]([C:18]([C:20]2[CH:25]=[CH:24][CH:23]=[C:22]([O:26][CH3:27])[CH:21]=2)=[O:19])=[N:6][CH:5]=1)([O-])=O.[Sn](Cl)(Cl)(Cl)Cl.N1C=CC=CC=1.[CH3:39][O:40][C:41](Cl)=[O:42]>C1COCC1.Cl>[CH3:39][O:40][C:41](=[O:42])[NH:1][C:4]1[C:13]2[C:8](=[CH:9][C:10]([O:16][CH3:17])=[C:11]([O:14][CH3:15])[CH:12]=2)[C:7]([C:18](=[O:19])[C:20]2[CH:25]=[CH:24][CH:23]=[C:22]([O:26][CH3:27])[CH:21]=2)=[N:6][CH:5]=1. Procedure: The above [4-nitro-6,7-dimethoxy-isoquinolin-1-yl]-(3-methoxy-phenyl)-methanone (150 mg, 0.407 mmol) was treated with tin chloride (459 mg, 2.03 mmol) in THF (30 mL) and 6N HCl (19 mL) at room temperature overnight. The reaction mixture was treated with ice-cold saturated sodium bicarbonate and extracted with ethyl acetate. The combined organic layers were dried over magnesium sulfate, filtered and dried to a crude solid. 75 mg (0.203 mmol) of this crude solid was dissolved in dry THF (5 mL) and... Reactants: COc1ccc(CNc2nc(Cl)c(C)n(CC(=O)O)c2=O)cc1, CO, [Na+], [OH-]. The product is COc1ccc(CNc2ncc(C)n(CC(=O)O)c2=O)cc1. Reaction SMILES: [CH3:1][O:2][c:3]1[cH:4][cH:5][c:6]([CH2:7][NH:8][c:9]2[c:10](=[O:21])[n:11]([CH2:17][C:18](=[O:19])[OH:20])[c:12]([CH3:16])[c:13]([Cl:15])[n:14]2)[cH:22][cH:23]1.[CH3:24][OH:25].[Na+:27].[OH-:26]>>[CH3:1][O:2][c:3]1[cH:4][cH:5][c:6]([CH2:7][NH:8][c:9]2[c:10](=[O:21])[n:11]([CH2:17][C:18](=[O:19])[OH:20])[c:12]([CH3:16])[cH:13][n:14]2)[cH:22][cH:23]1.